Dataset: the Open Reaction Database (ORD), a public repository of structured organic reaction records. Task: describe an organic reaction: reactants, conditions, products, and yield The reactants are ClCCl, CC(C)(C)OC(=O)N1CCC(Oc2ccc(C(F)(F)F)cc2)CC1, O=C(O)C(F)(F)F. The product is FC(F)(F)c1ccc(OC2CCNCC2)cc1. Reaction SMILES: [CH2:32]([Cl:33])[Cl:34].[F:1][C:2]([c:3]1[cH:4][cH:5][c:6]([O:7][CH:8]2[CH2:9][CH2:10][N:11]([C:14]([O:15][C:16]([CH3:17])([CH3:18])[CH3:19])=[O:20])[CH2:12][CH2:13]2)[cH:21][cH:22]1)([F:23])[F:24].[OH:25][C:26]([C:27]([F:28])([F:29])[F:30])=[O:31]>>[F:1][C:2]([c:3]1[cH:4][cH:5][c:6]([O:7][CH:8]2[CH2:9][CH2:10][NH:11][CH2:12][CH2:13]2)[cH:21][cH:22]1)([F:23])[F:24].